Task: describe an organic reaction: reactants, conditions, products, and yield. Dataset: the Open Reaction Database (ORD), a public repository of structured organic reaction records Reported procedure: The desired compound was prepared according to the procedure of Example A27 using N-[6-chloro-2,4,8,18,22-pentaazatetracyclo[14.3.1.1(3,7).1(9,13)]docosa-1(20),3(22),4,6,9(21),10,12,16,18-nonaen-12-yl]-2-piperidin-4-ylacetamide tris(trifluoroacetate) and 1,3-oxazole-2-carboxylic acid as starting materials in 31% yield. LCMS for C28H28ClN8O3 (M+H)+: m/z=559.2. Yields the product FC(C(=O)O)(F)F.FC(C(=O)O)(F)F.ClC=1C=NC=2NC=3C=NC=C(CCC4=C(C=CC(NC1N2)=C4)NC(CC4CCN(CC4)C(=O)C=4OC=CN4)=O)C3 (N-[6-Chloro-2,4,8,18,22-pentaazatetracyclo[14.3.1.1(3,7).1(9,13)]docosa-1(20),3(22),4,6,9(21),10,12,16,18-nonaen-12-yl]-2-[1-(1,3-oxazol-2-ylcarbonyl)piperidin-4-yl]acetamide bis(trifluoroacetate)). Starting materials: FC(C(=O)O)(F)F.FC(C(=O)O)(F)F.FC(C(=O)O)(F)F.ClC=1C=NC=2NC=3C=NC=C(CCC4=C(C=CC(NC1N2)=C4)NC(CC4CCNCC4)=O)C3 (N-[6-chloro-2,4,8,18,22-pentaazatetracyclo[14.3.1.1(3,7).1(9,13)]docosa-1(20),3(22),4,6,9(21),10,12,16,18-nonaen-12-yl]-2-piperidin-4-ylacetamide tris(trifluoroacetate)), O1C(=NC=C1)C(=O)O (1,3-oxazole-2-carboxylic acid). RXN SMILES: [F:1][C:2]([F:7])([F:6])[C:3]([OH:5])=[O:4].[F:8][C:9]([F:14])([F:13])[C:10]([OH:12])=[O:11].FC(F)(F)C(O)=O.[Cl:22][C:23]1[CH:24]=[N:25][C:26]2[NH:27][C:28]3[CH:29]=[N:30][CH:31]=[C:32]([CH:54]=3)[CH2:33][CH2:34][C:35]3[CH:43]=[C:39]([NH:40][C:41]=1[N:42]=2)[CH:38]=[CH:37][C:36]=3[NH:44][C:45](=[O:53])[CH2:46][CH:47]1[CH2:52][CH2:51][NH:50][CH2:49][CH2:48]1.[O:55]1[CH:59]=[CH:58][N:57]=[C:56]1[C:60](O)=[O:61]>>[F:1][C:2]([F:7])([F:6])[C:3]([OH:5])=[O:4].[F:8][C:9]([F:14])([F:13])[C:10]([OH:12])=[O:11].[Cl:22][C:23]1[CH:24]=[N:25][C:26]2[NH:27][C:28]3[CH:29]=[N:30][CH:31]=[C:32]([CH:54]=3)[CH2:33][CH2:34][C:35]3[CH:43]=[C:39]([NH:40][C:41]=1[N:42]=2)[CH:38]=[CH:37][C:36]=3[NH:44][C:45](=[O:53])[CH2:46][CH:47]1[CH2:52][CH2:51][N:50]([C:60]([C:56]2[O:55][CH:59]=[CH:58][N:57]=2)=[O:61])[CH2:49][CH2:48]1 |f:0.1.2.3,5.6.7|. The yield is 31.0%. Reactants: C(CC)C1=NC2=C(N1)C=CC=C2 (2-propyl-1H-benzo[d]imidazole), BrCC1=CC2=C(/C(/C3=C(OC2)C=C(C=C3F)F)=C(\C#N)/C)C=C1 ((E)-2-[8-(bromomethyl)-1,3-difluorodibenzo[b,e]oxepin-11(6H)-ylidene]propanenitrile). The product is FC1=CC(=CC=2OCC3=C(/C(/C21)=C(\C#N)/C)C=CC(=C3)CN3C(=NC2=C3C=CC=C2)CCC)F ((E)-2-{1,3-difluoro-8-[(2-propyl-1H-benzo[d]imidazol-1-yl)methyl]dibenzo[b,e]oxepin-11(6H)-ylidene}propanenitrile). Yield: 96.2%. As a reaction SMILES: [CH2:1]([C:4]1[NH:8][C:7]2[CH:9]=[CH:10][CH:11]=[CH:12][C:6]=2[N:5]=1)[CH2:2][CH3:3].Br[CH2:14][C:15]1[CH:35]=[CH:34][C:18]2/[C:19](=[C:30](/[CH3:33])\[C:31]#[N:32])/[C:20]3[C:27]([F:28])=[CH:26][C:25]([F:29])=[CH:24][C:21]=3[O:22][CH2:23][C:17]=2[CH:16]=1>>[F:28][C:27]1[C:20]2/[C:19](=[C:30](\[CH3:33])/[C:31]#[N:32])/[C:18]3[CH:34]=[CH:35][C:15]([CH2:14][N:8]4[C:7]5[CH:9]=[CH:10][CH:11]=[CH:12][C:6]=5[N:5]=[C:4]4[CH2:1][CH2:2][CH3:3])=[CH:16][C:17]=3[CH2:23][O:22][C:21]=2[CH:24]=[C:25]([F:29])[CH:26]=1. Procedure details: Using 2-propyl-1H-benzo[d]imidazole (Synthetic Communication, 2002, vol. 32, p 3703; 67 mg, 0.42 mmol) and (E)-2-[8-(bromomethyl)-1,3-difluorodibenzo[b,e]oxepin-11(6H)-ylidene]propanenitrile (160 mg, 0.43 mmol) obtained in Reference Example 2, and in the same manner as in Reference Example 1A, the title compound (184 mg, 97%) was obtained. Starting materials: O=C([O-])O, C1CCOC1, Cc1c(C(Cl)=C(C=O)c2ccnc(Cl)c2)nn(C)c1-c1ccc(F)cc1, O. As a reaction SMILES: [C:28](=[O:29])([OH:30])[O-:31].[CH2:32]1[O:33][CH2:34][CH2:35][CH2:36]1.[Cl:2][C:3](=[C:4]([CH:5]=[O:6])[c:7]1[cH:8][c:9]([Cl:13])[n:10][cH:11][cH:12]1)[c:14]1[n:15][n:16]([CH3:27])[c:17](-[c:20]2[cH:21][cH:22][c:23]([F:26])[cH:24][cH:25]2)[c:18]1[CH3:19].[OH2:1]>>[C:3](#[C:4][c:7]1[cH:8][c:9]([Cl:13])[n:10][cH:11][cH:12]1)[c:14]1[n:15][n:16]([CH3:27])[c:17](-[c:20]2[cH:21][cH:22][c:23]([F:26])[cH:24][cH:25]2)[c:18]1[CH3:19]. Yields the product Cc1c(C#Cc2ccnc(Cl)c2)nn(C)c1-c1ccc(F)cc1. Starting materials: CC(=O)[O-], CC(=O)O, [K+], Clc1ccc(-n2ccnc2)nn1. Yields the product O=c1ccc(-n2ccnc2)n[nH]1. As a reaction SMILES: [CH3:14][C:15]([O-:16])=[O:17].[CH3:18][C:19](=[O:20])[OH:21].[K+:13].[n:1]1(-[c:6]2[cH:7][cH:8][c:9]([Cl:12])[n:10][n:11]2)[cH:2][n:3][cH:4][cH:5]1>>[n:1]1(-[c:6]2[cH:7][cH:8][c:9](=[O:16])[nH:10][n:11]2)[cH:2][n:3][cH:4][cH:5]1. Starting materials: COc1ccc(CN2Cc3c(Oc4ccc5c(N)nn(C)c5c4)ccnc3NC2=O)cc1, O=C(O)C(F)(F)F. Yields the product Cn1nc(N)c2ccc(Oc3ccnc4c3CNC(=O)N4)cc21. RXN SMILES: [NH2:1][c:2]1[n:3][n:4]([CH3:32])[c:5]2[cH:6][c:7]([O:11][c:12]3[cH:13][cH:14][n:15][c:16]4[c:21]3[CH2:20][N:19]([CH2:22][c:23]3[cH:24][cH:25][c:26]([O:27][CH3:28])[cH:29][cH:30]3)[C:18](=[O:31])[NH:17]4)[cH:8][cH:9][c:10]12.[OH:33][C:34]([C:35]([F:36])([F:37])[F:38])=[O:39]>>[NH2:1][c:2]1[n:3][n:4]([CH3:32])[c:5]2[cH:6][c:7]([O:11][c:12]3[cH:13][cH:14][n:15][c:16]4[c:21]3[CH2:20][NH:19][C:18](=[O:31])[NH:17]4)[cH:8][cH:9][c:10]12. Reactants: C12(CC3CC(CC(C1)C3)C2)C2=CC=C(OCC(=O)O)C=C2 (2-(4-(adamantan-1-yl)phenoxy)acetic acid), N1(CCNCC1)C(=O)OC(C)(C)C (tert-butyl piperazine-1-carboxylate). The product is C12(CC3CC(CC(C1)C3)C2)C2=CC=C(OCC(=O)N3CCN(CC3)C(=O)OC(C)(C)C)C=C2 (tert-butyl 4-(2-(4-(adamantan-1-yl)phenoxy)acetyl)piperazine-1-carboxylate). Isolated yield 90.5%. As a reaction SMILES: [C:1]12([C:11]3[CH:21]=[CH:20][C:14]([O:15][CH2:16][C:17](O)=[O:18])=[CH:13][CH:12]=3)[CH2:10][CH:5]3[CH2:6][CH:7]([CH2:9][CH:3]([CH2:4]3)[CH2:2]1)[CH2:8]2.[N:22]1([C:28]([O:30][C:31]([CH3:34])([CH3:33])[CH3:32])=[O:29])[CH2:27][CH2:26][NH:25][CH2:24][CH2:23]1>>[C:1]12([C:11]3[CH:21]=[CH:20][C:14]([O:15][CH2:16][C:17]([N:25]4[CH2:26][CH2:27][N:22]([C:28]([O:30][C:31]([CH3:34])([CH3:33])[CH3:32])=[O:29])[CH2:23][CH2:24]4)=[O:18])=[CH:13][CH:12]=3)[CH2:2][CH:3]3[CH2:9][CH:7]([CH2:6][CH:5]([CH2:4]3)[CH2:10]1)[CH2:8]2. Procedure details: The title compound was prepared from 2-(4-(adamantan-1-yl)phenoxy)acetic acid (0.28 g, 0.97 mmol) and tert-butyl piperazine-1-carboxylate (0.182 g, 0.97 mmol) according to the example 1, which was given tert-butyl 4-(2-(4-(adamantan-1-yl)phenoxy)acetyl)piperazine-1-carboxylate as a white solid (0.399 g, 90.0% yield). Reactants: COC1=CC=2CC[C@H]3[C@@H]4CC[C@@H]([C@@]4(C)CC[C@@H]3C2C=C1)NC(CCCCCCC)=O (3-methoxy-17β-octanoylamino-estra-1,3,5(10)-triene), B(Br)(Br)Br (boron tribromide). Run in C(Cl)Cl (CH2Cl2). Reaction conditions: temperature 0 celsius, time 2.5 hour. The product is OC1=CC=2CC[C@H]3[C@@H]4CC[C@@H]([C@@]4(C)CC[C@@H]3C2C=C1)NC(CCCCCCC)=O (3-hydroxy-17β-octanoylamino-estra-1,3,5(10)-triene). The yield is 87.6%. As a reaction SMILES: C[O:2][C:3]1[CH:20]=[CH:19][C:18]2[C@@H:17]3[C@H:8]([C@H:9]4[C@@:13]([CH2:15][CH2:16]3)([CH3:14])[C@@H:12]([NH:21][C:22](=[O:30])[CH2:23][CH2:24][CH2:25][CH2:26][CH2:27][CH2:28][CH3:29])[CH2:11][CH2:10]4)[CH2:7][CH2:6][C:5]=2[CH:4]=1.B(Br)(Br)Br>C(Cl)Cl>[OH:2][C:3]1[CH:20]=[CH:19][C:18]2[C@@H:17]3[C@H:8]([C@H:9]4[C@@:13]([CH2:15][CH2:16]3)([CH3:14])[C@@H:12]([NH:21][C:22](=[O:30])[CH2:23][CH2:24][CH2:25][CH2:26][CH2:27][CH2:28][CH3:29])[CH2:11][CH2:10]4)[CH2:7][CH2:6][C:5]=2[CH:4]=1. Procedure details: To a solution comprising about 1.3 g of compound 9a (m=6) in 50 ml of CH2Cl2 was added 7.0 ml of boron tribromide (BBr3, 1M solution in CH2Cl2) at 0° C. under nitrogen atmosphere. The reaction mixture was stirred at 0° C. for 2.5 h and quenched by adding about 30 ml of 1N HCl. The organic layer was separated and the aqueous layer was extracted with CH2Cl2 (2×30 ml). The combined organic layer was dried with Na2SO4 and concentrated in vacuo. The residue was purified by silica gel chromatography (... Starting materials: O=c1ccccn1C(=S)n1ccccc1=O, Nc1cc(Cl)c(Cl)cn1, ClCCl. Product: S=C=Nc1cc(Cl)c(Cl)cn1. RXN SMILES: [C:10](=[S:11])([n:12]1[cH:13][cH:14][cH:15][cH:16][c:17]1=[O:18])[n:19]1[cH:20][cH:21][cH:22][cH:23][c:24]1=[O:25].[Cl:1][c:2]1[cH:3][c:4]([NH2:9])[n:5][cH:6][c:7]1[Cl:8].[Cl:26][CH2:27][Cl:28]>>[Cl:1][c:2]1[cH:3][c:4]([N:9]=[C:10]=[S:11])[n:5][cH:6][c:7]1[Cl:8].